From a dataset of the Open Reaction Database (ORD), a public repository of structured organic reaction records. describe an organic reaction: reactants, conditions, products, and yield Starting materials: Clc1cccc2sc(Br)nc12, CC(C)CO, Clc1nc2c(Cl)cccc2s1, [Na+], [OH-], O. The product is CC(C)COc1nc2c(Cl)cccc2s1. RXN SMILES: [Br:1][c:2]1[s:3][c:4]2[c:5]([n:6]1)[c:7]([Cl:11])[cH:8][cH:9][cH:10]2.[CH3:26][CH:27]([CH3:28])[CH2:29][OH:30].[Cl:12][c:13]1[s:14][c:15]2[cH:16][cH:17][cH:18][c:19]([Cl:20])[c:21]2[n:22]1.[Na+:24].[OH-:23].[OH2:25]>>[c:2]1([O:30][CH2:29][CH:27]([CH3:26])[CH3:28])[s:3][c:4]2[c:5]([n:6]1)[c:7]([Cl:11])[cH:8][cH:9][cH:10]2. Starting materials: BrCCCCN1C(CSC2=C(C1=O)C=CC=C2)=O (4-(4-bromobutyl)-2,3,4,5-tetrahydro-1,4-benzothiazepine-3,5-dione), C1(=CC=CC=C1)N1CCNCC1 (N-phenylpiperazine). The solvent is O1CCOCC1 (dioxane). Product: C1(=CC=CC=C1)N1CCN(CC1)CCCCC1SC2=C(C(NC1=O)=O)C=CC=C2 (4-(4-phenylpiperazinyl)butyl-2,3,4,5-tetrahydro-1,4-benzothiazepine-3,5-dione). Yield: 197.9%. RXN SMILES: BrCCCC[N:6]1[C:12](=[O:13])[C:11]2[CH:14]=[CH:15][CH:16]=[CH:17][C:10]=2[S:9][CH2:8][C:7]1=[O:18].[C:19]1([N:25]2[CH2:30][CH2:29][NH:28][CH2:27][CH2:26]2)[CH:24]=[CH:23][CH:22]=[CH:21][CH:20]=1>O1CCOCC1>[C:19]1([N:25]2[CH2:30][CH2:29][N:28]([CH2:17][CH2:10][CH2:11][CH2:12][CH:8]3[C:7](=[O:18])[NH:6][C:12](=[O:13])[C:11]4[CH:14]=[CH:15][CH:16]=[CH:17][C:10]=4[S:9]3)[CH2:27][CH2:26]2)[CH:24]=[CH:23][CH:22]=[CH:21][CH:20]=1. Reported procedure: To a solution of 115 mg of compound of Example 13 dissolved in 10 ml of dioxane was added 171 mg (3 equivalents) of N-phenylpiperazine, followed by heating under reflux for 4 hours. Next, dioxane was evaporated, aqueous sodium bicarbonate added and the mixture extracted with methylene chloride. After washing the extract with aqueous sodium chloride, the mixture was dried over anhydrous magnesium sulfate. Next, the residue obtained by concentration of the methylene chloride solution was purified ... Reactants: O1CCN(CC1)CCN (2-Morpholinoethylamine), COC=1C=C(C=CC1)S(=O)(=O)Cl (3-(methyloxy)benzenesulfonyl chloride). The solvent is C(Cl)Cl (CH2Cl2), N1=CC=CC=C1 (pyridine). Reaction conditions: time 1 hour. The product is COC=1C=C(C=CC1)S(=O)(=O)NCCN1CCOCC1 (3-(Methyloxy)-N-[2-(4-morpholinyl)ethyl]benzenesulfonamide). The yield is 90.8%. RXN SMILES: [O:1]1[CH2:6][CH2:5][N:4]([CH2:7][CH2:8][NH2:9])[CH2:3][CH2:2]1.[CH3:10][O:11][C:12]1[CH:13]=[C:14]([S:18](Cl)(=[O:20])=[O:19])[CH:15]=[CH:16][CH:17]=1>C(Cl)Cl.N1C=CC=CC=1>[CH3:10][O:11][C:12]1[CH:13]=[C:14]([S:18]([NH:9][CH2:8][CH2:7][N:4]2[CH2:5][CH2:6][O:1][CH2:2][CH2:3]2)(=[O:20])=[O:19])[CH:15]=[CH:16][CH:17]=1. Procedure: 2-Morpholinoethylamine (1.75 mL, 13.3 mmol) was added over 10 min to a solution of 3-(methyloxy)benzenesulfonyl chloride (2.5 g, 12.1 mmol) in CH2Cl2 (10 mL) and pyridine (4 mL) and the resulting solution was stirred at rt for 1 h. The mixture was concentrated, dissolved in EtOAc and the organic phase was washed with H2O and brine, dried (MgSO4), filtered and the filtrate was concentrated to give an orange oil (3.3 g, 92%) which was used directly in the next step. MS (ES+) m/e 301 [M+H]+. Reactants: FC(N1N=CC(=N1)N)F (2-(Difluoromethyl)-2H-1,2,3-triazol-4-amine), BrC=1C(N(C=C(C1)Br)C)=O (3,5-dibromo-1-methylpyridin-2(1H)-one). Yields the product BrC=1C=C(C(N(C1)C)=O)NC1=NN(N=C1)C(F)F (5-Bromo-3-(2-(difluoromethyl)-2H-1,2,3-triazol-4-ylamino)-1-methylpyridin-2(1H)-one). Yield: 70.0%. RXN SMILES: [F:1][CH:2]([F:9])[N:3]1[N:7]=[C:6]([NH2:8])[CH:5]=[N:4]1.Br[C:11]1[C:12](=[O:19])[N:13]([CH3:18])[CH:14]=[C:15]([Br:17])[CH:16]=1>>[Br:17][C:15]1[CH:16]=[C:11]([NH:8][C:6]2[CH:5]=[N:4][N:3]([CH:2]([F:9])[F:1])[N:7]=2)[C:12](=[O:19])[N:13]([CH3:18])[CH:14]=1. Reported procedure: Following the procedure of Example 151f, and starting with 159b (170 mg, 1.25 mmol, 1.0 eq.) and 3,5-dibromo-1-methylpyridin-2(1H)-one (504 g, 1.89 mmol, 1.5 eq.) afforded 159c as a light yellow solid (280 mg, 70%). MS-ESI:[M+H]+ 320.1. The reactants are C(C=C)(=O)OCCCCCCOC1=CC=C(C(=O)O)C=C1 (4-[6-acryloyloxyhexyloxy]benzoic acid), OC1=CC=C(C=O)C=C1 (4-hydroxybenzaldehyde), O (water). The solvent is ClCCl (dichloromethane). As a reaction SMILES: [C:1]([O:5][CH2:6][CH2:7][CH2:8][CH2:9][CH2:10][CH2:11][O:12][C:13]1[CH:21]=[CH:20][C:16]([C:17]([OH:19])=[O:18])=[CH:15][CH:14]=1)(=[O:4])[CH:2]=[CH2:3].O[C:23]1[CH:30]=[CH:29][C:26]([CH:27]=[O:28])=[CH:25][CH:24]=1.O>CN(C)C1C=CN=CC=1.ClCCl>[C:1]([O:5][CH2:6][CH2:7][CH2:8][CH2:9][CH2:10][CH2:11][O:12][C:13]1[CH:14]=[CH:15][C:16]([C:17]([O:19][C:23]2[CH:30]=[CH:29][C:26]([CH:27]=[O:28])=[CH:25][CH:24]=2)=[O:18])=[CH:20][CH:21]=1)(=[O:4])[CH:2]=[CH2:3]. The reagents and catalysts are CN(C1=CC=NC=C1)C (4-dimethylaminopyridine). Yields the product C(C=C)(=O)OCCCCCCOC1=CC=C(C=C1)C(=O)OC1=CC=C(C=O)C=C1 (4-(4-[6-acryloyloxyhexyloxy]phenylcarbonyloxy)benzaldehyde). Procedure details: 0.6 g of N,N'-dicyclodicyclohexylcarbodiimide is added at room temperature while stirring to a solution of 1.0 g of 4-[6-acryloyloxyhexyloxy]benzoic acid, 0.3 g of 4-hydroxybenzaldehyde and 0.04 g of 4-dimethylaminopyridine in 20 ml of dichloromethane. The reaction mixture is stirred at room temperature overnight, poured into 100 ml of water and then extracted three times with 50 ml of dichloromethane each time. The combined organic phases are washed twice with 100 ml of water each time, dried o... Yield: 92.4%. Reaction conditions: time 8 hour. Reactants: CCC1(CCOc2ccnc(CS(=O)c3nc4ccccc4[nH]3)c2C)OCC2(CO1)OCCO2, [Na], OCC1COC2(CCCCC2)O1, O=C(OO)c1cccc(Cl)c1. Product: Cc1c(OCC2COC3(CCCCC3)O2)ccnc1CS(=O)c1nc2ccccc2[nH]1, [Na]. RXN SMILES: [CH2:2]([C:3]1([CH2:4][CH2:15][O:16][c:17]2[c:18]([CH3:35])[c:19]([CH2:23][S:24](=[O:25])[c:26]3[n:27][c:28]4[c:29]([nH:30]3)[cH:31][cH:32][cH:33][cH:34]4)[n:20][cH:21][cH:22]2)[O:5][CH2:6][C:7]2([O:8][CH2:9][CH2:10][O:11]2)[CH2:12][O:13]1)[CH3:14].[Na:1].[O:47]1[CH:48]([CH2:57][OH:58])[CH2:49][O:50][C:51]12[CH2:52][CH2:53][CH2:54][CH2:55][CH2:56]2.[OH:36][O:37][C:38]([c:39]1[cH:40][c:41]([Cl:42])[cH:43][cH:44][cH:45]1)=[O:46]>>[CH2:15]([O:16][c:17]1[c:18]([CH3:35])[c:19]([CH2:23][S:24](=[O:25])[c:26]2[nH:27][c:28]3[c:29]([n:30]2)[cH:31][cH:32][cH:33][cH:34]3)[n:20][cH:21][cH:22]1)[CH:48]1[O:47][C:51]2([O:50][CH2:49]1)[CH2:52][CH2:53][CH2:54][CH2:55][CH2:56]2.[Na:1].